From a dataset of the Open Reaction Database (ORD), a public repository of structured organic reaction records. describe an organic reaction: reactants, conditions, products, and yield The reactants are IC=1C=C(C=CC1)CS(=O)(=O)Cl ((3-iodophenyl)methanesulfonyl chloride), N (ammonia). The product is IC=1C=C(C=CC1)CS(=O)(=O)N ((3-Iodophenyl)methanesulfonamide). Reaction SMILES: [I:1][C:2]1[CH:3]=[C:4]([CH2:8][S:9](Cl)(=[O:11])=[O:10])[CH:5]=[CH:6][CH:7]=1.[NH3:13]>>[I:1][C:2]1[CH:3]=[C:4]([CH2:8][S:9]([NH2:13])(=[O:11])=[O:10])[CH:5]=[CH:6][CH:7]=1. Procedure details: A stirred solution of (3-iodophenyl)methanesulfonyl chloride (1 g) in TKF (20 ml) was treated with 0.88 ammonia (25 ml) at room temperature for 30 min. The solvent was removed under reduced pressure and the residue was triturated in ether to give the title compound (0.35 g). Starting materials: ClC1=C(C=CC(=C1)Cl)C1=CC=C(C=C1)S(=O)(=O)NC=1C=C(C(=O)OCC)C=CC1 (Ethyl 3-(2′,4′-dichlorobiphenyl-4-ylsulfonamido)benzoate), Cl (HCl), [OH-].[Na+] (NaOH). Run in C1CCOC1 (THF), CO (methanol). Conditions: time 3 hour. The product is ClC1=C(C=CC(=C1)Cl)C1=CC=C(C=C1)S(=O)(=O)NC=1C=C(C(=O)O)C=CC1 (3-(2′,4′-Dichlorobiphenyl-4-ylsulfonamido)benzoic acid). Reaction SMILES: [Cl:1][C:2]1[CH:7]=[C:6]([Cl:8])[CH:5]=[CH:4][C:3]=1[C:9]1[CH:14]=[CH:13][C:12]([S:15]([NH:18][C:19]2[CH:20]=[C:21]([CH:27]=[CH:28][CH:29]=2)[C:22]([O:24]CC)=[O:23])(=[O:17])=[O:16])=[CH:11][CH:10]=1.[OH-].[Na+].Cl>C1COCC1.CO>[Cl:1][C:2]1[CH:7]=[C:6]([Cl:8])[CH:5]=[CH:4][C:3]=1[C:9]1[CH:10]=[CH:11][C:12]([S:15]([NH:18][C:19]2[CH:20]=[C:21]([CH:27]=[CH:28][CH:29]=2)[C:22]([OH:24])=[O:23])(=[O:16])=[O:17])=[CH:13][CH:14]=1 |f:1.2|. Procedure details: Ethyl 3-(2′,4′-dichlorobiphenyl-4-ylsulfonamido)benzoate (ABD612) (0.4 g) was dissolved in a mixture of THF (5 ml) and methanol (5 ml). 1M NaOH (10 ml) was added and the mixture stirred for 3 hrs at room temperature followed by 1 h at 50° C., by which stage clear solution had formed. Conc. HCl was added and the precipitate collected as a white solid. The solid was dissolved in ethyl acetate and dried with Na2SO4. Evaporation gave the title compound as a white solid, recrystallised from ethyl ace... The reactants are C1(CCC1)CN1[C@H]2[C@@H]3CCC4(OCCO4)[C@H]4[C@]3(CC1)C1=C(O4)C(=CC=C1C2)C#N ((4R,4aR,7aR,12bS)-3-(cyclobutylmethyl)-1,2,3,4,4a,5,6,7a-octahydrospiro[4,12-methanobenzofuro[3,2-e]isoquinoline-7,2′-[1,3]dioxolane]-9-carbonitrile). Run in Cl (HCl), Cl (HCl). Run at time 24 hour. The product is C1(CCC1)CN1[C@H]2[C@@H]3CCC([C@H]4[C@]3(CC1)C1=C(O4)C(=CC=C1C2)C#N)=O ((4R,4aR,7aR,12bS)-3-(cyclobutylmethyl)-7-oxo-2,3,4,4a,5,6,7,7a-octahydro-1H-4,12-methanobenzofuro[3,2-e]isoquinoline-9-carbonitrile). Yield: 94.6%. RXN SMILES: [CH:1]1([CH2:5][N:6]2[CH2:19][CH2:18][C@@:17]34[C:20]5[C:26]6[CH2:27][C@@H:7]2[C@@H:8]3[CH2:9][CH2:10][C:11]2([C@@H:16]4[O:22][C:21]=5[C:23]([C:28]#[N:29])=[CH:24][CH:25]=6)OCC[O:12]2)[CH2:4][CH2:3][CH2:2]1>Cl>[CH:1]1([CH2:5][N:6]2[CH2:19][CH2:18][C@@:17]34[C:20]5[C:26]6[CH2:27][C@@H:7]2[C@@H:8]3[CH2:9][CH2:10][C:11](=[O:12])[C@@H:16]4[O:22][C:21]=5[C:23]([C:28]#[N:29])=[CH:24][CH:25]=6)[CH2:2][CH2:3][CH2:4]1. Procedure: A suspension of (4R,4aR,7aR,12bS)-3-(cyclobutylmethyl)-1,2,3,4,4a,5,6,7a-octahydrospiro[4,12-methanobenzofuro[3,2-e]isoquinoline-7,2′-[1,3]dioxolane]-9-carbonitrile (31.1 g, 79.2 mmol) in 6M HCl(aq) (250 mL) was stirred at room temperature at room temperature for 24 hours. Further 6M HCl was added (25 mL) and stirred for an additional 24 hours. The reaction was poured onto ice/NH3(aq) and stirred for 30 minutes and the solid collected by suction filtration and washed with water. The solid was di... The reactants are COc1ccc(-c2nn(CC(C)C)c(=O)c(C(=O)O)c2-c2ccc(OC)cc2)cc1, Nc1ccncc1. The product is COc1ccc(-c2nn(CC(C)C)c(=O)c(C(=O)Nc3ccncc3)c2-c2ccc(OC)cc2)cc1. Reaction SMILES: [CH3:1][O:2][c:3]1[cH:4][cH:5][c:6](-[c:9]2[c:10]([C:28](=[O:29])[OH:30])[c:11](=[O:27])[n:12]([CH2:23][CH:24]([CH3:25])[CH3:26])[n:13][c:14]2-[c:15]2[cH:16][cH:17][c:18]([O:21][CH3:22])[cH:19][cH:20]2)[cH:7][cH:8]1.[NH2:31][c:32]1[cH:33][cH:34][n:35][cH:36][cH:37]1>>[CH3:1][O:2][c:3]1[cH:4][cH:5][c:6](-[c:9]2[c:10]([C:28](=[O:29])[NH:31][c:32]3[cH:33][cH:34][n:35][cH:36][cH:37]3)[c:11](=[O:27])[n:12]([CH2:23][CH:24]([CH3:25])[CH3:26])[n:13][c:14]2-[c:15]2[cH:16][cH:17][c:18]([O:21][CH3:22])[cH:19][cH:20]2)[cH:7][cH:8]1. Run at time 10 minute. Reaction SMILES: C[Si](C=[N+]=[N-])(C)C.[C:8]([C:11]1[CH:29]=[CH:28][C:14]2[CH:15]=[C:16]([C:18]3[O:23][C:22](=[O:24])[C:21]([CH3:25])=[C:20]([OH:26])[C:19]=3[CH3:27])[O:17][C:13]=2[CH:12]=1)([OH:10])=[O:9].[C:30](O)(=O)C>CO.C1(C)C=CC=CC=1>[CH3:25][C:21]1[C:22](=[O:24])[O:23][C:18]([C:16]2[O:17][C:13]3[CH:12]=[C:11]([C:8]([O:10][CH3:30])=[O:9])[CH:29]=[CH:28][C:14]=3[CH:15]=2)=[C:19]([CH3:27])[C:20]=1[OH:26]. Procedure: Trimethylsilyldiazomethane (2 M hexane solution, 85 μl) was added to a mixed solution of 6-(6-carboxybenzofuran-2-yl)-3,5-dimethyl-4-hydroxy-2H-pyran-2-one (50 mg) in MeOH (5 ml) and toluene (1 ml), and the mixture was stirred at room temperature for 10 minutes. After adding acetic acid to the reaction solution for quenching of the excess trimethylsilyldiazomethane, it was concentrated under reduced pressure. The residue was purified by silica gel column chromatography (CH2Cl2/MeOH =9/1) to obta... The product is CC=1C(OC(=C(C1O)C)C=1OC2=C(C1)C=CC(=C2)C(=O)OC)=O (3,5-dimethyl-4-hydroxy-6-(6-(methoxycarbonyl) benzofuran-2-yl)-2H-pyran-2-one). Solvent: CO (MeOH), C1(=CC=CC=C1)C (toluene). The reactants are C[Si](C)(C)C=[N+]=[N-] (Trimethylsilyldiazomethane), C(=O)(O)C1=CC2=C(C=C(O2)C2=C(C(=C(C(O2)=O)C)O)C)C=C1 (6-(6-carboxybenzofuran-2-yl)-3,5-dimethyl-4-hydroxy-2H-pyran-2-one), C(C)(=O)O (acetic acid). The reactants are COC1=NC=CC(=C1)C1=CC=C(C=2N1N=CN2)NC2=CC=C(C(=O)NCC=1C=NC=CC1)C=C2 (4-[5-(2-Methoxy-pyridin-4-yl)-[1,2,4]triazolo[1,5-a]pyridin-8-ylamino]-N-pyridin-3-ylmethyl-benzamide), Cl.N1=CC=CC=C1 (pyridine hydrochloride). The reagents and catalysts are O (water). Yields the product O=C1NC=CC(=C1)C1=CC=C(C=2N1N=CN2)NC2=CC=C(C(=O)NCC=1C=NC=CC1)C=C2 (4-[5-(2-Oxo-1,2-dihydro-pyridin-4-yl)-[1,2,4]triazolo[1,5-a]pyridin-8-ylamino]-N-pyridin-3-ylmethyl-benzamide). The yield is 62.8%. RXN SMILES: C[O:2][C:3]1[CH:8]=[C:7]([C:9]2[N:14]3[N:15]=[CH:16][N:17]=[C:13]3[C:12]([NH:18][C:19]3[CH:34]=[CH:33][C:22]([C:23]([NH:25][CH2:26][C:27]4[CH:28]=[N:29][CH:30]=[CH:31][CH:32]=4)=[O:24])=[CH:21][CH:20]=3)=[CH:11][CH:10]=2)[CH:6]=[CH:5][N:4]=1.Cl.N1C=CC=CC=1>O>[O:2]=[C:3]1[CH:8]=[C:7]([C:9]2[N:14]3[N:15]=[CH:16][N:17]=[C:13]3[C:12]([NH:18][C:19]3[CH:20]=[CH:21][C:22]([C:23]([NH:25][CH2:26][C:27]4[CH:28]=[N:29][CH:30]=[CH:31][CH:32]=4)=[O:24])=[CH:33][CH:34]=3)=[CH:11][CH:10]=2)[CH:6]=[CH:5][NH:4]1 |f:1.2|. Procedure details: 4-[5-(2-Methoxy-pyridin-4-yl)-[1,2,4]triazolo[1,5-a]pyridin-8-ylamino]-N-pyridin-3-ylmethyl-benzamide (46 mg, 51 μmol) is treated in a sealed tube with pyridine hydrochloride (153 mg, 1.32 mmol) and one drop of water at 150° C. for two hours. The reaction mixture is evaporated and the residue purified by flash chromatography (silica gel, dichloromethane/7N NH3 in methanol 96:4 then 85:15) affording the title compound (14 mg) as a solid. Starting materials: BrC=1C=C(C=CC1)C(CC(=O)N(C)OC)C1=C(C=CC=C1)C (3-(3-Bromo-phenyl)-N-methoxy-N-methyl-3-o-tolyl-propionamide), FC1=NC(=CC(=C1)I)C (2-fluoro-4-iodo-6-picoline). Product: BrC=1C=C(C=CC1)C(CC(=O)C1=CC(=NC(=C1)C)F)C1=C(C=CC=C1)C (3-(3-Bromo-phenyl)-1-(2-fluoro-6-methyl-pyridin-4-yl)-3-o-tolyl-propan-1-one). As a reaction SMILES: [Br:1][C:2]1[CH:3]=[C:4]([CH:8]([C:16]2[CH:21]=[CH:20][CH:19]=[CH:18][C:17]=2[CH3:22])[CH2:9][C:10](N(OC)C)=[O:11])[CH:5]=[CH:6][CH:7]=1.[F:23][C:24]1[CH:29]=[C:28](I)[CH:27]=[C:26]([CH3:31])[N:25]=1>>[Br:1][C:2]1[CH:3]=[C:4]([CH:8]([C:16]2[CH:21]=[CH:20][CH:19]=[CH:18][C:17]=2[CH3:22])[CH2:9][C:10]([C:28]2[CH:27]=[C:26]([CH3:31])[N:25]=[C:24]([F:23])[CH:29]=2)=[O:11])[CH:5]=[CH:6][CH:7]=1. Reported procedure: In analogy to example 74, step 5, from 3-(3-bromo-phenyl)-N-methoxy-N-methyl-3-o-tolyl-propionamide (example 98, step 4) and 2-fluoro-4-iodo-6-picoline (CAS RN: [884494-45-5]) was prepared the title compound as colorless oil, MS (ESI+): m/z=412.1 ([M+H]+, 1Br).